From a dataset of the Open Reaction Database (ORD), a public repository of structured organic reaction records. describe an organic reaction: reactants, conditions, products, and yield Reactants: C1CCOC1, CCCCCC, O=C(Nc1cccc(C(F)(F)F)c1)c1noc2cc(OCc3ccccc3)ccc12. Product: O=C(Nc1cccc(C(F)(F)F)c1)c1noc2cc(O)ccc12. Reaction SMILES: [CH2:37]1[O:38][CH2:39][CH2:40][CH2:41]1.[CH3:31][CH2:32][CH2:33][CH2:34][CH2:35][CH3:36].[F:1][C:2]([c:3]1[cH:4][c:5]([NH:9][C:10](=[O:11])[c:12]2[n:13][o:14][c:15]3[c:16]2[cH:17][cH:18][c:19]([O:21][CH2:22][c:23]2[cH:24][cH:25][cH:26][cH:27][cH:28]2)[cH:20]3)[cH:6][cH:7][cH:8]1)([F:29])[F:30]>>[F:1][C:2]([c:3]1[cH:4][c:5]([NH:9][C:10](=[O:11])[c:12]2[n:13][o:14][c:15]3[c:16]2[cH:17][cH:18][c:19]([OH:21])[cH:20]3)[cH:6][cH:7][cH:8]1)([F:29])[F:30].